Task: describe an organic reaction: reactants, conditions, products, and yield. Dataset: the Open Reaction Database (ORD), a public repository of structured organic reaction records Starting materials: C(C)(C)(C)OC(=O)N1CC2(CC2)CC1C(=O)O (5-(tert-butoxycarbonyl)-5-azaspiro[2.4]heptane-6-carboxylic acid), N (ammonia). Yields the product C(N)(=O)C1N(CC2(CC2)C1)C(=O)OC(C)(C)C (tert-Butyl 6-carbamoyl-5-azaspiro[2.4]heptane-5-carboxylate). Yield: 78.0%. RXN SMILES: [C:1]([O:5][C:6]([N:8]1[CH:14]([C:15]([OH:17])=O)[CH2:13][C:10]2([CH2:12][CH2:11]2)[CH2:9]1)=[O:7])([CH3:4])([CH3:3])[CH3:2].[NH3:18]>>[C:15]([CH:14]1[CH2:13][C:10]2([CH2:12][CH2:11]2)[CH2:9][N:8]1[C:6]([O:5][C:1]([CH3:4])([CH3:3])[CH3:2])=[O:7])(=[O:17])[NH2:18]. Procedure: In analogy to the procedure described in Example 127 c), 5-(tert-butoxycarbonyl)-5-azaspiro[2.4]heptane-6-carboxylic acid (CAN 1454843-77-6, 112 mg, 464 μmol) was condensed with ammonia to give the title compound (87 mg, 78%) as colorless liquid, MS (EI): m/e=240.0 [M+]. Starting materials: BrC=1C=CC(=C(C1)NC(=O)N1CCN(CC1)C)N1CCC2=CC=CC=C12 (N-[5-bromo-2-(2,3-dihydro-1H-indol-1-yl)phenyl]-4-methyl-1-piperazinecarboxamide). The product is BrC1=CC2=C(N3C4=C(C(=N2)N2CCN(CC2)C)C=CC=C4CC3)C=C1 (9-bromo-6-(4-methyl-1-piperazinyl)-1,2-dihydrobenzo[b]pyrrolo[3,2,1-jk][1,4]benzodiazepine). Reaction SMILES: [Br:1][C:2]1[CH:3]=[CH:4][C:5]([N:18]2[C:26]3[C:21](=[CH:22][CH:23]=[CH:24][CH:25]=3)[CH2:20][CH2:19]2)=[C:6]([NH:8][C:9]([N:11]2[CH2:16][CH2:15][N:14]([CH3:17])[CH2:13][CH2:12]2)=O)[CH:7]=1>P(Cl)(Cl)(Cl)=O>[Br:1][C:2]1[CH:3]=[CH:4][C:5]2[N:18]3[CH2:19][CH2:20][C:21]4[C:26]3=[C:25]([CH:24]=[CH:23][CH:22]=4)[C:9]([N:11]3[CH2:16][CH2:15][N:14]([CH3:17])[CH2:13][CH2:12]3)=[N:8][C:6]=2[CH:7]=1. Procedure details: A stirred mixture of 9.14 g (0.022 mole) of N-[5-bromo-2-(2,3-dihydro-1H-indol-1-yl)phenyl]-4-methyl-1-piperazinecarboxamide of Example 3c in 250 ml of phosphorus oxychloride was refluxed for 7 hours under nitrogen then cooled to room temperature. The excess phosphorus oxychloride was removed at aspirator pressure with gentle warming. The residue was chilled in an ice-bath (with exclusion of moisture) and then treated first with 250 ml of ice-cold 2N-NaOH, then with 500 ml of dichloromethane. Th... Run in P(=O)(Cl)(Cl)Cl (phosphorus oxychloride). Isolated yield 29.7%. Reactants: CCOC(CBr)OCC, CCOC(=O)c1[nH]c(=S)[nH]c1C, CCO, CC[O-], [Na+]. Yields the product CCOC(=O)c1nc(SCC(OCC)OCC)[nH]c1C. RXN SMILES: [CH2:17]([CH3:18])[O:19][CH:20]([CH2:21][Br:22])[O:23][CH2:24][CH3:25].[CH2:5]([CH3:6])[O:7][C:8](=[O:9])[c:10]1[nH:11][c:12](=[S:16])[nH:13][c:14]1[CH3:15].[CH3:26][CH2:27][OH:28].[CH3:2][CH2:3][O-:4].[Na+:1]>>[CH2:5]([CH3:6])[O:7][C:8](=[O:9])[c:10]1[n:11][c:12]([S:16][CH2:21][CH:20]([O:19][CH2:17][CH3:18])[O:23][CH2:24][CH3:25])[nH:13][c:14]1[CH3:15]. Reactants: FC(OC=1C=C(C=CC1)CCO)(F)F (2-(3-trifluoromethoxy-phenyl)-ethanol), ICC(=O)OCC (ethyl iodoacetate), C(C)(C)(C)C1=NC(=CC=C1)C(C)(C)C (2,6-di-tert-butylpyridin). Reagents/catalysts: FC(S(=O)(=O)[O-])(F)F.[Ag+] (silver trifluoromethanesulfonate). Yields the product C(C)OC(COCCC1=CC(=CC=C1)OC(F)(F)F)=O ([2-(3-trifluoromethoxy-phenyl)-ethoxy]-acetic acid ethyl ester). As a reaction SMILES: [F:1][C:2]([F:14])([F:13])[O:3][C:4]1[CH:5]=[C:6]([CH2:10][CH2:11][OH:12])[CH:7]=[CH:8][CH:9]=1.I[CH2:16][C:17]([O:19][CH2:20][CH3:21])=[O:18].C(C1C=CC=C(C(C)(C)C)N=1)(C)(C)C>FC(F)(F)S([O-])(=O)=O.[Ag+]>[CH2:20]([O:19][C:17](=[O:18])[CH2:16][O:12][CH2:11][CH2:10][C:6]1[CH:7]=[CH:8][CH:9]=[C:4]([O:3][C:2]([F:13])([F:14])[F:1])[CH:5]=1)[CH3:21] |f:3.4|. Procedure details: In analogy to the procedure described in example 78.1, 2-(3-trifluoromethoxy-phenyl)-ethanol was reacted with ethyl iodoacetate in the presence of silver trifluoromethanesulfonate and 2,6-di-tert-butylpyridin to give [2-(3-trifluoromethoxy-phenyl)-ethoxy]-acetic acid ethyl ester as colorless oil. MS: m/e=293.1 [M+H+]. The reactants are O (water), FC(C1=CC=C(CNC(C2=C(C=CC(=C2)CC2C(NC(S2)=O)=O)OC)=O)C=C1)(F)F (N-(4-trifluoromethylbenzyl)-5-(2,4-dioxothiazolidin-5-yl)methyl-2-methoxybenzamide), C(=O)=O.CC(=O)C (dry ice acetone), [B] (boron). The solvent is C(Cl)Cl (methylene chloride). Run at time 3 day. Product: FC(C1=CC=C(CNC(C2=C(C=CC(=C2)CC2C(NC(S2)=O)=O)O)=O)C=C1)(F)F (N-(4-Trifluoromethylbenzyl)-5-(2,4-dioxothiazolidin-5-yl)methyl-2-hydroxybenzamide). Yield: 79.8%. Reaction SMILES: [F:1][C:2]([F:30])([F:29])[C:3]1[CH:28]=[CH:27][C:6]([CH2:7][NH:8][C:9](=[O:26])[C:10]2[CH:15]=[C:14]([CH2:16][CH:17]3[S:21][C:20](=[O:22])[NH:19][C:18]3=[O:23])[CH:13]=[CH:12][C:11]=2[O:24]C)=[CH:5][CH:4]=1.[B].C(=O)=O.CC(C)=O.O>C(Cl)Cl>[F:30][C:2]([F:1])([F:29])[C:3]1[CH:4]=[CH:5][C:6]([CH2:7][NH:8][C:9](=[O:26])[C:10]2[CH:15]=[C:14]([CH2:16][CH:17]3[S:21][C:20](=[O:22])[NH:19][C:18]3=[O:23])[CH:13]=[CH:12][C:11]=2[OH:24])=[CH:27][CH:28]=1 |f:2.3|. Reported procedure: To a suspension of N-(4-trifluoromethylbenzyl)-5-(2,4-dioxothiazolidin-5-yl)methyl-2-methoxybenzamide (800 mg) in anhydrous methylene chloride (30 ml), a 1.0N boron tribromidemethylene chloride solution (2.20 ml) was slowly added dropwise in an argon atmosphere under cooling with dry ice-acetone and stirring. After stirred for 6 hours at room temperature, the reaction liquor was allowed to stand for 3 days. After water was added and the mixture was stirred for 30 minutes, this was concentrated u... Reactants: ClB(Cl)Cl, O=C([O-])O, ClCCl, CC(C)OP(=O)(COOC(CN=[N+]=[N-])COCc1ccccc1)OC(C)C, [Na+]. The product is CC(C)OP(=O)(COOC(CO)CN=[N+]=[N-])OC(C)C. RXN SMILES: [B:28]([Cl:29])([Cl:30])[Cl:31].[C:32](=[O:33])([OH:34])[O-:35].[CH2:37]([Cl:38])[Cl:39].[N:1](=[N+:2]=[N-:3])[CH2:4][CH:5]([CH2:6][O:7][CH2:8][c:9]1[cH:10][cH:11][cH:12][cH:13][cH:14]1)[O:15][O:16][CH2:17][P:18](=[O:19])([O:20][CH:21]([CH3:22])[CH3:23])[O:24][CH:25]([CH3:26])[CH3:27].[Na+:36]>>[N:1](=[N+:2]=[N-:3])[CH2:4][CH:5]([CH2:6][OH:7])[O:15][O:16][CH2:17][P:18](=[O:19])([O:20][CH:21]([CH3:22])[CH3:23])[O:24][CH:25]([CH3:26])[CH3:27]. Reactants: [BH4-], CCCCC(NC(=O)c1ccccc1)C(=O)CN(C)C(=O)N1CCCC1C(=O)O, [Na+]. Product: CCCCC(NC(=O)c1ccccc1)C(O)CN(C)C(=O)N1CCCC1C(=O)O. Reaction SMILES: [BH4-:30].[C:1]([c:2]1[cH:3][cH:4][cH:5][cH:6][cH:7]1)(=[O:8])[NH:9][CH:10]([C:11]([CH2:12][N:13]([C:14](=[O:15])[N:16]1[CH:17]([C:18](=[O:19])[OH:20])[CH2:21][CH2:22][CH2:23]1)[CH3:24])=[O:25])[CH2:26][CH2:27][CH2:28][CH3:29].[Na+:31]>>[C:1]([c:2]1[cH:3][cH:4][cH:5][cH:6][cH:7]1)(=[O:8])[NH:9][CH:10]([CH:11]([CH2:12][N:13]([C:14](=[O:15])[N:16]1[CH:17]([C:18](=[O:19])[OH:20])[CH2:21][CH2:22][CH2:23]1)[CH3:24])[OH:25])[CH2:26][CH2:27][CH2:28][CH3:29]. Reactants: N#Cc1ccc(Oc2cccc3c2CCC3=O)nc1, O=CO, O. Yields the product O=Cc1ccc(Oc2cccc3c2CCC3=O)nc1. RXN SMILES: [C:1](#[N:2])[c:3]1[cH:4][cH:5][c:6]([O:9][c:10]2[c:11]3[c:15]([cH:16][cH:17][cH:18]2)[C:14](=[O:19])[CH2:13][CH2:12]3)[n:7][cH:8]1.[CH:21]([OH:22])=[O:23].[OH2:20]>>[CH:1]([c:3]1[cH:4][cH:5][c:6]([O:9][c:10]2[c:11]3[c:15]([cH:16][cH:17][cH:18]2)[C:14](=[O:19])[CH2:13][CH2:12]3)[n:7][cH:8]1)=[O:20]. Reactants: OO (hydrogen peroxide), C(=O)(O)CCC1=CC=C(C=CC(=O)C2=CC=CC=C2)C=C1 (4-(2-carboxyethyl)benzalacetophenone), Cl (hydrochloric acid). Run in [OH-].[Na+] (sodium hydroxide), [OH-].[Na+] (sodium hydroxide). Conditions: time 0.5 hour. The product is C(=O)(O)CCC1=CC=C(C=C1)C1C(C(=O)C2=CC=CC=C2)O1 (3-[4-(2-carboxyethyl)phenyl]-1-phenyl-2,3-epoxy-1-propanone). Isolated yield 55.0%. RXN SMILES: [C:1]([CH2:4][CH2:5][C:6]1[CH:21]=[CH:20][C:9]([CH:10]=[CH:11][C:12]([C:14]2[CH:19]=[CH:18][CH:17]=[CH:16][CH:15]=2)=[O:13])=[CH:8][CH:7]=1)([OH:3])=[O:2].[OH:22]O.Cl>[OH-].[Na+]>[C:1]([CH2:4][CH2:5][C:6]1[CH:21]=[CH:20][C:9]([CH:10]2[O:22][CH:11]2[C:12]([C:14]2[CH:15]=[CH:16][CH:17]=[CH:18][CH:19]=2)=[O:13])=[CH:8][CH:7]=1)([OH:3])=[O:2] |f:3.4|. Procedure details: To a suspension of 5.6 g of 4-(2-carboxyethyl)benzalacetophenone and 20 ml of 1N sodium hydroxide solution was added 4 ml of 30% hydrogen peroxide at room temperature. The mixture was cooled in an ice-bath and 15 ml of 0.5N sodium hydroxide solution was added dropwise over a few min. with stirring. The reaction mixture was stirred at room temperature for 3 hrs. and then the pH was adjusted from 9.4 to 4.5 by the addition of 1N hydrochloric acid. After about 1/2 hr., the precipitate was collected...